This data is from the Open Reaction Database (ORD), a public repository of structured organic reaction records. The task is: describe an organic reaction: reactants, conditions, products, and yield Starting materials: C(C)S(=O)(=O)N1CCC(CC1)C1=CNC2=C(C=C(C=C12)C1=CC(=CC=C1)C=O)C(=O)N (3-[1-(ethylsulfonyl)-4-piperidinyl]-5-(3-formylphenyl)-1H-indole-7-carboxamide), N[C@@H](CO)C(C)C ((2R)-2-amino-3-methyl-1-butanol), [BH-](OC(=O)C)(OC(=O)C)OC(=O)C.[Na+] (NaBH(OAc)3). The product is C(C)S(=O)(=O)N1CCC(CC1)C1=CNC2=C(C=C(C=C12)C1=CC(=CC=C1)CN[C@H](C(C)C)CO)C(=O)N (3-[1-(ethylsulfonyl)-4-piperidinyl]-5-[3-({[(1R)-1-(hydroxymethyl)-2-methylpropyl]amino}methyl)phenyl]-1H-indole-7-carboxamide). Isolated yield 32.5%. RXN SMILES: [CH2:1]([S:3]([N:6]1[CH2:11][CH2:10][CH:9]([C:12]2[C:20]3[C:15](=[C:16]([C:29]([NH2:31])=[O:30])[CH:17]=[C:18]([C:21]4[CH:26]=[CH:25][CH:24]=[C:23]([CH:27]=O)[CH:22]=4)[CH:19]=3)[NH:14][CH:13]=2)[CH2:8][CH2:7]1)(=[O:5])=[O:4])[CH3:2].[NH2:32][C@H:33]([CH:36]([CH3:38])[CH3:37])[CH2:34][OH:35].[BH-](OC(C)=O)(OC(C)=O)OC(C)=O.[Na+]>>[CH2:1]([S:3]([N:6]1[CH2:7][CH2:8][CH:9]([C:12]2[C:20]3[C:15](=[C:16]([C:29]([NH2:31])=[O:30])[CH:17]=[C:18]([C:21]4[CH:26]=[CH:25][CH:24]=[C:23]([CH2:27][NH:32][C@@H:33]([CH2:34][OH:35])[CH:36]([CH3:38])[CH3:37])[CH:22]=4)[CH:19]=3)[NH:14][CH:13]=2)[CH2:10][CH2:11]1)(=[O:5])=[O:4])[CH3:2] |f:2.3|. Reported procedure: Following the general procedure of example 16, 3-[1-(ethylsulfonyl)-4-piperidinyl]-5-(3-formylphenyl)-1H-indole-7-carboxamide (50 mg, 0.114 mmol), (2R)-2-amino-3-methyl-1-butanol (10.2 mg, 0.087 mmol) and NaBH(OAc)3 (58 mg, 0.261 mmol) were reacted to give the title compound (14.9 mg, 25%). Reactants: CC1=C(N)C=C(C=C1)C (2,5-dimethylaniline), CC(C(CC(=O)OCC)=O)C (ethyl 4-methyl-3-oxopentanoate). Conditions: temperature 160 celsius. Product: CC1=C(C=C(C=C1)C)NC(CC(C(C)C)=O)=O (N-(2,5-dimethylphenyl)-4-methyl-3-oxopentanamide). RXN SMILES: [CH3:1][C:2]1[CH:8]=[CH:7][C:6]([CH3:9])=[CH:5][C:3]=1[NH2:4].[CH3:10][CH:11]([CH3:20])[C:12](=[O:19])[CH2:13][C:14](OCC)=[O:15]>>[CH3:1][C:2]1[CH:8]=[CH:7][C:6]([CH3:9])=[CH:5][C:3]=1[NH:4][C:14](=[O:15])[CH2:13][C:12](=[O:19])[CH:11]([CH3:20])[CH3:10]. Procedure: A mixture of 2,5-dimethylaniline (7.70 g, 63.54 mmol) and ethyl 4-methyl-3-oxopentanoate (10.00 g, 1.0 eq) were refluxed at 160° C. overnight. After the reaction mixture was cooled to room temperature, it was triturated with hexane. The resulting precipitate was filtered and dried under high vacuum to yield the desired N-(2,5-dimethylphenyl)-4-methyl-3-oxopentanamide. Spectroscopic data: 1H NMR (300 MHz, CDCl3) δ ppm 1.18 (d, J=7.03 Hz, 6 H) 2.30 (d, J=7.62 Hz, 6 H) 2.66-2.85 (m, 1 H) 3.64 (s, 2... Reactants: N#N (N2), palladium tetrakistriphenylphosphine, BrC1=C(C(=C(N)C=C1)F)C(F)(F)F (4-Bromo-2-fluoro-3-trifluoromethylaniline), C(CCC)C(=C(CCCC)CCCC)[Sn](Cl)(Cl)Cl (tributylvinyltin chloride). Solvent: CN(C)C=O (DMF). Reaction conditions: temperature 120 celsius. The product is desired product, FC1=C(N)C=CC(=C1C(F)(F)F)C=C (2-fluoro-3-trifluoromethyl-4-vinylaniline). As a reaction SMILES: Br[C:2]1[CH:8]=[CH:7][C:5]([NH2:6])=[C:4]([F:9])[C:3]=1[C:10]([F:13])([F:12])[F:11].[CH2:14](C([Sn](Cl)(Cl)Cl)=C(CCCC)CCCC)[CH2:15]CC.N#N>CN(C=O)C>[F:9][C:4]1[C:3]([C:10]([F:13])([F:12])[F:11])=[C:2]([CH:14]=[CH2:15])[CH:8]=[CH:7][C:5]=1[NH2:6]. Procedure details: 4-Bromo-2-fluoro-3-trifluoromethylaniline described above (5.0 g, 19.4 mmol) and tributylvinyltin chloride (7.1 g, 20.4 mmol) are added to anhydrous DMF (100 mL). The solution is degassed with N2, palladium tetrakistriphenylphosphine (1.5 g, 1.3 mmol) is added, and the reaction is heated at 120° C. for 18 hours. After cooling, the reaction mixture is partitioned between Et2O and saturated aqueous NaCl. The separated ether layer is washed with fresh saturated aqueous NaCl (2×), dried with Na2SO4,...